This data is from the Open Reaction Database (ORD), a public repository of structured organic reaction records. The task is: describe an organic reaction: reactants, conditions, products, and yield The reactants are OC=1C=NC=C(C(=O)N[C@@H](CCC(=O)[O-])C(=O)[O-])C1.[Ca+2] (Calcium N-(5-hydroxynicotinoyl)-L-glutamate), OC=1C=NC=C(C(=O)N[C@@H](CCC(=O)[O-])C(=O)[O-])C1.[Ca+2] (Calcium N-(5-hydroxynicotinoyl)-L-glutamate), OC=1C=NC=C(C(=O)N[C@@H](CCC(=O)[O-])C(=O)[O-])C1.[Ca+2] (Calcium N-(5-hydroxynicotinoyl)-L-glutamate), OC=1C=NC=C(C(=O)N[C@@H](CCC(=O)[O-])C(=O)[O-])C1.[Ca+2] (Calcium N-(5-hydroxynicotinoyl)-L-glutamate). Solvent: O (water), O (water). Reaction conditions: time 2 day. The product is C(C1=CN=CC=C1)(=O)N[C@@H](CCC(=O)O)C(=O)O (N-Nicotinoyl Glutamic Acid). Reaction SMILES: O[C:2]1[CH:3]=[N:4][CH:5]=[C:6]([CH:19]=1)[C:7]([NH:9][C@H:10]([C:16]([O-:18])=[O:17])[CH2:11][CH2:12][C:13]([O-:15])=[O:14])=[O:8].[Ca+2]>O>[C:7]([NH:9][C@H:10]([C:16]([OH:18])=[O:17])[CH2:11][CH2:12][C:13]([OH:15])=[O:14])(=[O:8])[C:6]1[CH:19]=[CH:2][CH:3]=[N:4][CH:5]=1 |f:0.1|. Procedure details: The study of acute daily toxicity of Compound I was carried out on white nondescript male mice with body weight 25-28 g, which lived in habitual conditions in vivarium and received feed and water ad libitum. Single dose of Compound I was administered intraperitoneally. The animals were under observation for 2 days after the dosing. The dose levels of Compound I used in the toxicity study were as follows: 800 mg/kg, 1000 mg/kg, 1200 mg/kg, 1500 mg/kg, 1600 mg/kg. Compound I was dissolved in disti... Product: FC1=C(C=CC(=C1F)N1CCOCC1)N1N=C(C(C(=C1)OC)=O)C(=O)OC (Methyl 1-(2,3-difluoro-4-morpholin-4-ylphenyl)-5-methoxy-4-oxo-1,4-dihydropyridazine-3-carboxylate). Reaction SMILES: [F:1][C:2]1[C:7]([F:8])=[C:6]([N:9]2[CH2:14][CH2:13][O:12][CH2:11][CH2:10]2)[CH:5]=[CH:4][C:3]=1[NH:15][N:16]=[C:17]([C:22](=[O:26])[CH2:23][O:24][CH3:25])[C:18]([O:20][CH3:21])=[O:19].[CH3:27]OC(OC)N(C)C>>[F:1][C:2]1[C:7]([F:8])=[C:6]([N:9]2[CH2:14][CH2:13][O:12][CH2:11][CH2:10]2)[CH:5]=[CH:4][C:3]=1[N:15]1[CH:27]=[C:23]([O:24][CH3:25])[C:22](=[O:26])[C:17]([C:18]([O:20][CH3:21])=[O:19])=[N:16]1. The yield is 84.0%. Procedure details: A solution of methyl 2-[(2,3-difluoro-4-morpholin-4-ylphenyl)hydrazono]-4-methoxy-3-oxobutanoate (4.7 g, 13 mmol) in N,N-dimethylformamide dimethyl acetal (20 mL) was stirred at 100° C. for 80 min. After cooling to room temperature, the precipitate was collected by filtration and washed with iPr2O to give the title compound (4.1 g, 84% yield) as a brown powder: 1H NMR (300 MHz, DMSO-d6): δ ppm 3.13 (4H, dt, J=4.4, 2.5 Hz), 3.49-4.05 (10H, m), 7.03 (1H, td, J=8.8, 2.5 Hz), 7.51 (1H, td, J=8.5, 2.... The reactants are FC1=C(C=CC(=C1F)N1CCOCC1)NN=C(C(=O)OC)C(COC)=O (methyl 2-[(2,3-difluoro-4-morpholin-4-ylphenyl)hydrazono]-4-methoxy-3-oxobutanoate), COC(N(C)C)OC (N,N-dimethylformamide dimethyl acetal). Starting materials: CCOC(C)=O, CC#N, ClCCCOc1cccc2cc[nH]c12, Fc1ccc2c(C3CCNCC3)noc2c1, [K+], [K+], O=C([O-])[O-], O, O=C(O)C=CC(=O)O. Yields the product Fc1ccc2c(C3CCN(CCCOc4cccc5cc[nH]c45)CC3)noc2c1. Reaction SMILES: [CH3:45][CH2:46][O:47][C:48](=[O:49])[CH3:50].[CH3:52][C:53]#[N:54].[Cl:1][CH2:2][CH2:3][CH2:4][O:5][c:6]1[cH:7][cH:8][cH:9][c:10]2[cH:11][cH:12][nH:13][c:14]12.[F:15][c:16]1[cH:17][c:18]2[c:19]([c:20]([CH:23]3[CH2:24][CH2:25][NH:26][CH2:27][CH2:28]3)[n:21][o:22]2)[cH:29][cH:30]1.[K+:31].[K+:32].[O-:33][C:34]([O-:35])=[O:36].[OH2:51].[OH:37][C:38]([CH:39]=[CH:40][C:41](=[O:42])[OH:43])=[O:44]>>[CH2:2]([CH2:3][CH2:4][O:5][c:6]1[cH:7][cH:8][cH:9][c:10]2[cH:11][cH:12][nH:13][c:14]12)[N:26]1[CH2:25][CH2:24][CH:23]([c:20]2[c:19]3[c:18]([cH:17][c:16]([F:15])[cH:30][cH:29]3)[o:22][n:21]2)[CH2:28][CH2:27]1. The reactants are COC(=O)[C@H]1N(CC[C@H]1N=[N+]=[N-])C(=O)OC(C)(C)C ((2S,3R)-3-azido-pyrrolidine-1,2-dicarboxylic acid 1-tert-butyl ester 2-methyl ester), [Li+].[OH-] (LiOH). RXN SMILES: C[O:2][C:3]([C@@H:5]1[C@H:9]([N:10]=[N+:11]=[N-:12])[CH2:8][CH2:7][N:6]1[C:13]([O:15][C:16]([CH3:19])([CH3:18])[CH3:17])=[O:14])=[O:4].[Li+].[OH-]>C1COCC1.O>[C:16]([O:15][C:13]([N:6]1[CH2:7][CH2:8][C@@H:9]([N:10]=[N+:11]=[N-:12])[C@H:5]1[C:3]([OH:4])=[O:2])=[O:14])([CH3:19])([CH3:17])[CH3:18] |f:1.2|. Run in C1CCOC1 (THF), O (water). Procedure details: To a solution of (2S,3R)-3-azido-pyrrolidine-1,2-dicarboxylic acid 1-tert-butyl ester 2-methyl ester [361367-97-7] (210 mg, 0.777 mmol; Sunshine Ltd) in THF (6 mL) was added a solution of LiOH (55.8 mg, 2.33 mmol) in water (3 mL), followed by stirring at RT for 20 h. The reaction mixture was concentrated under reduced pressure and the residual aqueous phase was washed with EtOAc (3×). The water phase was adjusted to pH 2 to 3 by adding 1N aqueous HCl, followed by extraction with EtOAc (3×). The ... Yields the product C(C)(C)(C)OC(=O)N1[C@@H]([C@@H](CC1)N=[N+]=[N-])C(=O)O ((2S,3R)-3-Azido-pyrrolidine-1,2-dicarboxylic acid 1-tert-butyl ester). Conditions: time 20 hour. Procedure: A solution of methacryloyl isocyanate (11.1 g; 100 mmol) in dichloroethane (22 g) and methyl p-hydroxybenzoic acid (15.0 g; 100 mmol) were added to benzene (30 g), and the resultant mixture was heated at 80° C. under reflux for 60 minutes. The solvent was removed by evaporation under reduced pressure to give p-methoxycarbonylphenyl N-methacryloylcarbamate as crude crystals. Recrystallization from a mixture of hexane and chloroform gave colorless prisms. M.P., 98°-100° C. Starting materials: C(C(=C)C)(=O)N=C=O (methacryloyl isocyanate), CC1=C(C(=O)O)C=CC(=C1)O (methyl p-hydroxybenzoic acid), C1=CC=CC=C1 (benzene), resultant mixture. Run in ClC(C)Cl (dichloroethane). As a reaction SMILES: [C:1]([N:6]=[C:7]=[O:8])(=[O:5])[C:2]([CH3:4])=[CH2:3].C[C:10]1[CH:18]=[C:17]([OH:19])[CH:16]=[CH:15][C:11]=1[C:12]([OH:14])=[O:13].[CH:20]1C=CC=CC=1>ClC(Cl)C>[C:1]([NH:6][C:7](=[O:8])[O:19][C:17]1[CH:18]=[CH:10][C:11]([C:12]([O:14][CH3:20])=[O:13])=[CH:15][CH:16]=1)(=[O:5])[C:2]([CH3:4])=[CH2:3]. Yields the product C(C(=C)C)(=O)NC(OC1=CC=C(C=C1)C(=O)OC)=O (p-methoxycarbonylphenyl N-methacryloylcarbamate). Reactants: ClC1=NC(=C2NC=NC2=N1)Cl (2,6-Dichloropurine), C(C)(=O)OCOCCOC(C)=O (2-oxa-1,4-butanediol diacetate). Reaction conditions: temperature 138 celsius, time 20 minute. Yields the product ClC1=NC(=C2N=CN(C2=N1)COCCOC(C)=O)Cl (2,6-dichloro-9-(2-acetyloxyethoxymethyl)purine). The yield is 64.0%. Reaction SMILES: [Cl:1][C:2]1[N:10]=[C:9]2[C:5]([NH:6][CH:7]=[N:8]2)=[C:4]([Cl:11])[N:3]=1.C(O[CH2:16][O:17][CH2:18][CH2:19][O:20][C:21](=[O:23])[CH3:22])(=O)C>>[Cl:1][C:2]1[N:10]=[C:9]2[C:5]([N:6]=[CH:7][N:8]2[CH2:16][O:17][CH2:18][CH2:19][O:20][C:21](=[O:23])[CH3:22])=[C:4]([Cl:11])[N:3]=1. Procedure: 2,6-Dichloropurine 5.5 g and 2-oxa-1,4-butanediol diacetate 513 g were placed in a flask and partially evacuated and then heated to 138° C., initially the mixture was too thick to stir but gradually gave rise to a melt which was stirred, and after 20 minutes was completely melted and the reaction mixture heated for 10 minutes more (total heat time = 30 minutes). The mixture was then cooled to room temperature and para-toluenesulphonic acid 150 mg was added, the vacuum reapplied and heating resum...